This data is from the Open Reaction Database (ORD), a public repository of structured organic reaction records. The task is: describe an organic reaction: reactants, conditions, products, and yield Reported procedure: 2-(3-Nitro-4-hydroxyphenyl) propionitrile (123.8 g., 0.64 mole.) was suspended in absolute ethanol (950 ml.) and added during 20 minutes, with cooling, to a solution of stannous chloride dihydrate (437.8 g., 1.94 mole.) in concentrated hydrochloride acid (591 ml., 7 mole.). The addition was made at such a rate that the temperature of the reaction mixture did not exceed 20°C. Stirring of the mixture was continued for a further 19 hours at room temperature. The resulting solution, together with ic... RXN SMILES: [N+:1]([C:4]1[CH:5]=[C:6]([CH:11]([CH3:14])[C:12]#[N:13])[CH:7]=[CH:8][C:9]=1[OH:10])([O-])=O.Cl.[OH-].[Na+]>C(O)C.O.C(Cl)(Cl)Cl>[NH2:1][C:4]1[CH:5]=[C:6]([CH:11]([CH3:14])[C:12]#[N:13])[CH:7]=[CH:8][C:9]=1[OH:10] |f:2.3|. The solvent is C(Cl)(Cl)Cl (chloroform), O (water), C(C)O (ethanol). Reaction conditions: time 19 hour. Reactants: [N+](=O)([O-])C=1C=C(C=CC1O)C(C#N)C (2-(3-Nitro-4-hydroxyphenyl) propionitrile), stannous chloride dihydrate, Cl (hydrochloride), ice, [OH-].[Na+] (sodium hydroxide), Cl (hydrochloric acid). Yields the product NC=1C=C(C=CC1O)C(C#N)C (2-(3-amino-4-hydroxyphenyl) propionitrile).